This data is from the Open Reaction Database (ORD), a public repository of structured organic reaction records. The task is: describe an organic reaction: reactants, conditions, products, and yield Product: CCC1OC(=C2C(=O)Nc3ccc(F)cc32)c2ccsc21. As a reaction SMILES: [CH2:22]([CH3:23])[CH:24]1[O:25][C:26](=[O:32])[c:27]2[c:28]1[s:29][cH:30][cH:31]2.[CH2:34]1[O:35][CH2:36][CH2:37][CH2:38]1.[CH3:12][Si:13]([N-:14][Si:15]([CH3:16])([CH3:17])[CH3:18])([CH3:19])[CH3:20].[ClH:33].[F:1][c:2]1[cH:3][c:4]2[c:8]([cH:9][cH:10]1)[NH:7][C:6](=[O:11])[CH2:5]2.[Li+:21]>>[F:1][c:2]1[cH:3][c:4]2[c:8]([cH:9][cH:10]1)[NH:7][C:6](=[O:11])[C:5]2=[C:26]1[O:25][CH:24]([CH2:22][CH3:23])[c:28]2[c:27]1[cH:31][cH:30][s:29]2. Starting materials: CCC1OC(=O)c2ccsc21, C1CCOC1, C[Si](C)(C)[N-][Si](C)(C)C, Cl, O=C1Cc2cc(F)ccc2N1, [Li+].